From a dataset of the Open Reaction Database (ORD), a public repository of structured organic reaction records. describe an organic reaction: reactants, conditions, products, and yield Reported procedure: 3-Bromo-pyridin-4-ylamine (0.55 g, 3.2 mmol) was dissolved in toluene (2 mL) then Hünig's base (1.1 mL, 6.4 mmol) and phosgene (1.9M in toluene, 1.8 mL, 3.5 mmol) were added. 1-(2-Chloro-phenyl)-ethanol (0.5 g, 3.2 mmol) in toluene (3 mL) was added and the reaction was heated to 100° C. for 2.5 hours, when no starting material remained by analytical LCMS. The reaction was submitted to EtOAc/H2O workup then purified via silica gel chromatography to provide the title compound. The product is ClC1=C(C=CC=C1)C(C)OC(NC1=C(C=NC=C1)Br)=O ((3-Bromo-pyridin-4-yl)-carbamic acid 1-(2-chloro-phenyl)-ethyl ester). Run at temperature 100 celsius. Solvent: C1(=CC=CC=C1)C (toluene), C1(=CC=CC=C1)C (toluene), CCOC(=O)C.O (EtOAc H2O). Reactants: ClC1=C(C=CC=C1)C(C)O (1-(2-Chloro-phenyl)-ethanol), CCN(C(C)C)C(C)C (Hünig's base), C(=O)(Cl)Cl (phosgene), BrC=1C=NC=CC1N (3-Bromo-pyridin-4-ylamine). Reaction SMILES: [Br:1][C:2]1[CH:3]=[N:4][CH:5]=[CH:6][C:7]=1[NH2:8].CCN(C(C)C)C(C)C.[C:18](Cl)(Cl)=[O:19].[Cl:22][C:23]1[CH:28]=[CH:27][CH:26]=[CH:25][C:24]=1[CH:29]([OH:31])[CH3:30]>C1(C)C=CC=CC=1.CCOC(C)=O.O>[Cl:22][C:23]1[CH:28]=[CH:27][CH:26]=[CH:25][C:24]=1[CH:29]([O:31][C:18](=[O:19])[NH:8][C:7]1[CH:6]=[CH:5][N:4]=[CH:3][C:2]=1[Br:1])[CH3:30] |f:5.6|. Starting materials: COC=1C=C2C(=CN(C2=CC1OC)C)C1=CC=2C(=NC=CC2CNCC=2SC=CC2)N1S(=O)(=O)C1=CC=C(C=C1)C ([2-(5,6-dimethoxy-1-methyl-1H-indol-3-yl)-1-(toluene-4-sulfonyl)-1H-pyrrolo[2,3-b]pyrid-4-ylmethyl]thiophen-2-ylmethylamine), [OH-].[K+] (potassium hydroxide). Product: COC=1C=C2C(=CN(C2=CC1OC)C)C1=CC=2C(=NC=CC2CNCC=2SC=CC2)N1 ([2-(5,6-dimethoxy-1-methyl-1H-indol-3-yl)-1H-pyrrolo[2,3-b]pyrid-4-ylmethyl]thiophen-2-ylmethylamine). Isolated yield 69.1%. RXN SMILES: [CH3:1][O:2][C:3]1[CH:4]=[C:5]2[C:9](=[CH:10][C:11]=1[O:12][CH3:13])[N:8]([CH3:14])[CH:7]=[C:6]2[C:15]1[N:31](S(C2C=CC(C)=CC=2)(=O)=O)[C:18]2=[N:19][CH:20]=[CH:21][C:22]([CH2:23][NH:24][CH2:25][C:26]3[S:27][CH:28]=[CH:29][CH:30]=3)=[C:17]2[CH:16]=1.[OH-].[K+]>>[CH3:1][O:2][C:3]1[CH:4]=[C:5]2[C:9](=[CH:10][C:11]=1[O:12][CH3:13])[N:8]([CH3:14])[CH:7]=[C:6]2[C:15]1[NH:31][C:18]2=[N:19][CH:20]=[CH:21][C:22]([CH2:23][NH:24][CH2:25][C:26]3[S:27][CH:28]=[CH:29][CH:30]=3)=[C:17]2[CH:16]=1 |f:1.2|. Reported procedure: [2-(5,6-dimethoxy-1-methyl-1H-indol-3-yl)-1H-pyrrolo[2,3-b]pyrid-4-ylmethyl]thiophen-2-ylmethylamine is prepared as described in Example 179a starting with 0.11 g of [2-(5,6-dimethoxy-1-methyl-1H-indol-3-yl)-1-(toluene-4-sulfonyl)-1H-pyrrolo[2,3-b]pyrid-4-ylmethyl]thiophen-2-ylmethylamine instead of the [2-(5,6-dimethoxy-1-methyl-1H-indol-3-yl)-1-(toluene-4-sulfonyl)-1H-pyrrolo[2,3-b]pyrid-4-ylmethyl] (4-trifluoromethylsulfanylbenzyl)amine used in Example 179a and 0.85 cm3 of 5N potassium hydrox... Reactants: NC=1C=CC(=C(C1)[C@]1(N=C(O[C@@H](C1)C(F)(F)F)N)CF)F ((4S,6S)-4-(5-amino-2-fluorophenyl)-4-(fluoromethyl)-6-(trifluoromethyl)-5,6-dihydro-4H-1,3-oxazin-2-amine), ClC=1C=NC2=C(N=CC=C2C1)Cl (3,8-dichloro-1,7-naphthyridine), ClC=1C=NC2=C(N=CC=C2C1)Cl (3,8-dichloro-1,7-naphthyridine), CC(C)O (iPrOH), S(O)(O)(=O)=O (Sulfuric acid). Run in O (water), CCOC(=O)C (EtOAc). Reaction conditions: temperature 55 celsius, time 16 hour. The product is ClC=1C=NC2=C(N=CC=C2C1)NC=1C=CC(=C(C1)[C@]1(N=C(O[C@@H](C1)C(F)(F)F)N)CF)F ((4S,6S)-4-(5-((3-chloro-1,7-naphthyridin-8-yl)amino)-2-fluorophenyl)-4-(fluoromethyl)-6-(trifluoromethyl)-5,6-dihydro-4H-1,3-oxazin-2-amine). Isolated yield 24.9%. Reaction SMILES: [NH2:1][C:2]1[CH:3]=[CH:4][C:5]([F:21])=[C:6]([C@:8]2([CH2:19][F:20])[CH2:13][C@@H:12]([C:14]([F:17])([F:16])[F:15])[O:11][C:10]([NH2:18])=[N:9]2)[CH:7]=1.[Cl:22][C:23]1[CH:24]=[N:25][C:26]2[C:31]([CH:32]=1)=[CH:30][CH:29]=[N:28][C:27]=2Cl.CC(O)C.S(=O)(=O)(O)O>O.CCOC(C)=O>[Cl:22][C:23]1[CH:24]=[N:25][C:26]2[C:31]([CH:32]=1)=[CH:30][CH:29]=[N:28][C:27]=2[NH:1][C:2]1[CH:3]=[CH:4][C:5]([F:21])=[C:6]([C@:8]2([CH2:19][F:20])[CH2:13][C@@H:12]([C:14]([F:17])([F:15])[F:16])[O:11][C:10]([NH2:18])=[N:9]2)[CH:7]=1. Reported procedure: A sealable vial was charged with crude (4S,6S)-4-(5-amino-2-fluorophenyl)-4-(fluoromethyl)-6-(trifluoromethyl)-5,6-dihydro-4H-1,3-oxazin-2-amine (345 mg, 1.116 mmol, step 1) and 3,8-dichloro-1,7-naphthyridine (Intermediate 2; 233 mg, 1.171 mmol). iPrOH (8 mL) was added and the suspension was briefly sonicated. Sulfuric acid (0.059 mL, 1.116 mmol, Aldrich) was added and the vial was sealed. The reaction was heated to 55° C. in an oil bath for one hour then cooled to RT and stirred for additional ... The reactants are Cl (hydrochloric acid), CSC[C@H](N)C(=O)O (S-Methyl-L-cysteine), [OH-].[Na+] (sodium hydroxide), C(C)(=O)OC(C)=O (acetic anhydride). Reaction conditions: time 2 hour. Product: CSC[C@H](NC(C)=O)C(=O)O (S-methyl-N-acetyl-L-cysteine). Isolated yield 80.1%. Reaction SMILES: [CH3:1][S:2][CH2:3][C@@H:4]([C:6]([OH:8])=[O:7])[NH2:5].[OH-].[Na+].[C:11](OC(=O)C)(=[O:13])[CH3:12].Cl>>[CH3:1][S:2][CH2:3][C@@H:4]([C:6]([OH:8])=[O:7])[NH:5][C:11](=[O:13])[CH3:12] |f:1.2|. Reported procedure: S-Methyl-L-cysteine (119.6 g, 0.89 mole) was dissolved in 1.87 l (1.87 mole) of 1 N sodium hydroxide solution and then ice-cooled. Thereafter, 92.6 ml (0.98 mole) of acetic anhydride was added dropwise and the mixture was stirred for 2.0 hours at room temperature. The reaction mixture was acidified to pH 1.0 with 6 N hydrochloric acid and extracted with 1 liter of ethyl acetate five times. The extracts were dried over anhydrous magnesium sulfate and concentrated in vacuo to give 126.4 g of S-met... The reactants are FC(C=1C=C(C=C(C1)C(F)(F)F)[C@@H]1[C@@H](N(C(O1)=O)CC1=NC(=CC=C1C=1C=C(C=CC1OC)C1=C(C=C(C=C1)C(=O)OC)C)Cl)C)(F)F (Methyl 3′-[2-({(4S,5R)-5-[3,5-bis(trifluoromethyl)phenyl]-4-methyl-2-oxo-1,3-oxazolidin-3-yl}methyl)-6-chloropyridin-3-yl]-4′-methoxy-2-methylbiphenyl-4-carboxylate), C(=O)([O-])[O-].[K+].[K+] (K2CO3), FC(C=1C=C(C=C(C1)C(F)(F)F)[C@@H]1[C@@H](N(C(O1)=O)CC1=NC(=CC=C1C=1C=C(C=CC1OC)C1=C(C=C(C=C1)C(=O)OC)C)Cl)C)(F)F (Methyl 3′-[2-({(4S,5R)-5-[3,5-bis(trifluoromethyl)phenyl]-4-methyl-2-oxo-1,3-oxazolidin-3-yl}methyl)-6-chloropyridin-3-yl]-4′-methoxy-2-methylbiphenyl-4-carboxylate), C1(CC1)B(O)O (cyclopropylboronic acid). The reagents and catalysts are [Pd](Cl)Cl.C(C)(C)(C)P([C-]1C=CC=C1)C(C)(C)C.[C-]1(C=CC=C1)P(C(C)(C)C)C(C)(C)C.[Fe+2] (1,1′-bis(di-tert-butylphosphino) ferrocene palladium dichloride). Run in C1CCOC1 (THF). Yields the product FC(C=1C=C(C=C(C1)C(F)(F)F)[C@@H]1[C@@H](N(C(O1)=O)CC1=NC(=CC=C1C=1C=C(C=CC1OC)C1=C(C=C(C=C1)C(=O)OC)C)C1CC1)C)(F)F (Methyl 3′-[2-({(4S,5R)-5-[3,5-bis(trifluoromethyl)phenyl]-4-methyl-2-oxo-1,3-oxazolidin-3-yl}methyl)-6-cyclopropylpyridin-3-yl]-4′-methoxy-2-methylbiphenyl-4-carboxylate). RXN SMILES: [F:1][C:2]([F:48])([F:47])[C:3]1[CH:4]=[C:5]([C@H:13]2[O:17][C:16](=[O:18])[N:15]([CH2:19][C:20]3[C:25]([C:26]4[CH:27]=[C:28]([C:34]5[CH:39]=[CH:38][C:37]([C:40]([O:42][CH3:43])=[O:41])=[CH:36][C:35]=5[CH3:44])[CH:29]=[CH:30][C:31]=4[O:32][CH3:33])=[CH:24][CH:23]=[C:22](Cl)[N:21]=3)[C@H:14]2[CH3:46])[CH:6]=[C:7]([C:9]([F:12])([F:11])[F:10])[CH:8]=1.[CH:49]1(B(O)O)[CH2:51][CH2:50]1.C([O-])([O-])=O.[K+].[K+]>[Pd](Cl)Cl.C(P(C(C)(C)C)[C-]1C=CC=C1)(C)(C)C.[C-]1(P(C(C)(C)C)C(C)(C)C)C=CC=C1.[Fe+2].C1COCC1>[F:1][C:2]([F:48])([F:47])[C:3]1[CH:4]=[C:5]([C@H:13]2[O:17][C:16](=[O:18])[N:15]([CH2:19][C:20]3[C:25]([C:26]4[CH:27]=[C:28]([C:34]5[CH:39]=[CH:38][C:37]([C:40]([O:42][CH3:43])=[O:41])=[CH:36][C:35]=5[CH3:44])[CH:29]=[CH:30][C:31]=4[O:32][CH3:33])=[CH:24][CH:23]=[C:22]([CH:49]4[CH2:51][CH2:50]4)[N:21]=3)[C@H:14]2[CH3:46])[CH:6]=[C:7]([C:9]([F:12])([F:11])[F:10])[CH:8]=1 |f:2.3.4,5.6.7.8|. Reported procedure: Methyl 3′-[2-({(4S,5R)-5-[3,5-bis(trifluoromethyl)phenyl]-4-methyl-2-oxo-1,3-oxazolidin-3-yl}methyl)-6-chloropyridin-3-yl]-4′-methoxy-2-methylbiphenyl-4-carboxylate (EXAMPLE 59 100 mg, 0.144 mmol), cyclopropylboronic acid (62.0 mg, 0.721 mmol), 1,1′-bis(di-tert-butylphosphino) ferrocene palladium dichloride (19.62 mg, 0.029 mmol), aqueous K2CO3 (1M, 1.010 mL, 1.010 mmol) and THF (1.002 mL) were stirred at 80° C. for 3.5 h then slowly cooled to ambient overnight. Volatiles were removed under redu...